This data is from the Open Reaction Database (ORD), a public repository of structured organic reaction records. The task is: describe an organic reaction: reactants, conditions, products, and yield Starting materials: OCC1=C(C=C(C(=O)O)C=C1)[N+](=O)[O-] (4-Hydroxymethyl-3-nitro-benzoic acid), CO (MeOH). The reagents and catalysts are OS(=O)(=O)O (H2SO4). Run at temperature 70 celsius, time 36 hour. The product is COC(C1=CC(=C(C=C1)CO)[N+](=O)[O-])=O (4-Hydroxymethyl-3-nitro-benzoic acid methyl ester). As a reaction SMILES: [OH:1][CH2:2][C:3]1[CH:11]=[CH:10][C:6]([C:7]([OH:9])=[O:8])=[CH:5][C:4]=1[N+:12]([O-:14])=[O:13].[CH3:15]O>OS(O)(=O)=O>[CH3:15][O:8][C:7](=[O:9])[C:6]1[CH:10]=[CH:11][C:3]([CH2:2][OH:1])=[C:4]([N+:12]([O-:14])=[O:13])[CH:5]=1. Procedure: 4-Hydroxymethyl-3-nitro-benzoic acid (step (a), 2.0 g, 10.2 mmol) was dissolved in 100 mL of MeOH, treated with 10 drops of concentrated H2SO4 and stirred at 70° C. After 36 h, the solution was concentrated in vacuo and redissolved in EtOAc. The EtOAc solution was washed with 1N NaOH and brine, dried over MgSO4, and concentrated to afford the title compound as a light-yellow solid upon drying under vacuum. MS m/z: 210.1 (M−1). Reactants: diol, C(CCC)C(CO)(CO)CC (2-butyl-2-ethyl-1,3-propanediol), C1(=CC=CC=C1)C (toluene), C(C)C1=CC=C(C=C1)S(=O)(=O)O (4-ethylbenzenesulfonic acid), C(C)OC(OCC)(OCC)OCC (tetraethylorthocarbonate). Run in C(C)N(CC)CC (triethylamine), [Cl-].[Na+].O (brine). Yields the product C(CCC)C1(COC2(OC1)OCC(CO2)(CC)CCCC)CC (3,9-Dibutyl-3,9-Diethyl-1,5,7,11-tetraoxaspiro[5.5]undecane). RXN SMILES: [CH2:1]([C:5]([CH2:10][CH3:11])([CH2:8][OH:9])[CH2:6][OH:7])[CH2:2][CH2:3][CH3:4].[C:12]1([CH3:18])[CH:17]=[CH:16][CH:15]=[CH:14][CH:13]=1.C(C1C=CC(S(O)(=O)=O)=CC=1)C.[CH2:31]([O:33][C:34](OCC)(OCC)[O:35][CH2:36]C)C>[Cl-].[Na+].O.C(N(CC)CC)C>[CH2:1]([C:5]1([CH2:10][CH3:11])[CH2:6][O:7][C:34]2([O:35][CH2:36][C:17]([CH2:16][CH2:15][CH2:14][CH3:13])([CH2:12][CH3:18])[CH2:31][O:33]2)[O:9][CH2:8]1)[CH2:2][CH2:3][CH3:4] |f:4.5.6|. Reported procedure: See also U.S. Pat. No. 5,808,108. In a three neck 500 mL RB flask equipped with a reflux condenser, a Dean-Stark trap and under nitrogen, 2-butyl-2-ethyl-1,3-propanediol (35.33 g, 0.22 mol) and toluene (350 mL) were added. The resulting mixture was heated to reflux for 2 h. The resulting solution was cooled to RT and 4-ethylbenzenesulfonic acid (0.35 g) and tetraethylorthocarbonate (21.3 g, 0.11 mol) were added. The reaction mixture was heated to reflux and the azeotropic solution collected in t... Reactants: Br, CC(=O)O, CCCCCCCCn1c(C)cc2c(OC)nccc21. The product is CCCCCCCCn1c(C)cc2c(=O)[nH]ccc21. As a reaction SMILES: [BrH:25].[C:21]([OH:22])(=[O:23])[CH3:24].[CH3:1][O:2][c:3]1[n:4][cH:5][cH:6][c:7]2[c:8]1[cH:9][c:10]([CH3:20])[n:11]2[CH2:12][CH2:13][CH2:14][CH2:15][CH2:16][CH2:17][CH2:18][CH3:19]>>[O:2]=[c:3]1[nH:4][cH:5][cH:6][c:7]2[c:8]1[cH:9][c:10]([CH3:20])[n:11]2[CH2:12][CH2:13][CH2:14][CH2:15][CH2:16][CH2:17][CH2:18][CH3:19]. Run in C(C)#N (acetonitrile), C(C)#N (acetonitrile). Starting materials: N,N'-carbonyldiimidazole, COC1=CC=C(CS[C@H]2C[C@H](N(C2)C(=O)OCC2=CC=C(C=C2)[N+](=O)[O-])C(=O)O)C=C1 ((2S,4S)-4-(4-methoxybenzylthio)-1-(4-nitrobenzyloxycarbonyl)-2-pyrrolidinecarboxylic acid), OCCN1CCNCC1 (1-(2-hydroxyethyl)piperazine). Reported procedure: 10.9 g of N,N'-carbonyldiimidazole were added to a solution of 25.0 g of (2S,4S)-4-(4-methoxybenzylthio)-1-(4-nitrobenzyloxycarbonyl)-2-pyrrolidinecarboxylic acid in 200 ml of anhydrous acetonitrile, and the resulting mixture was stirred at room temperature for 1 hour. At the end of this time, a solution of 10.9 g of 1-(2-hydroxyethyl)piperazine in 50 ml of anhydrous acetonitrile was added to the mixture, which was then stirred at room temperature for 45 minutes. The reaction mixture was then co... Conditions: time 1 hour. As a reaction SMILES: [CH3:1][O:2][C:3]1[CH:31]=[CH:30][C:6]([CH2:7][S:8][C@@H:9]2[CH2:13][N:12]([C:14]([O:16][CH2:17][C:18]3[CH:23]=[CH:22][C:21]([N+:24]([O-:26])=[O:25])=[CH:20][CH:19]=3)=[O:15])[C@H:11]([C:27](O)=[O:28])[CH2:10]2)=[CH:5][CH:4]=1.[OH:32][CH2:33][CH2:34][N:35]1[CH2:40][CH2:39][NH:38][CH2:37][CH2:36]1>C(#N)C>[OH:32][CH2:33][CH2:34][N:35]1[CH2:40][CH2:39][N:38]([C:27]([C@@H:11]2[CH2:10][C@H:9]([S:8][CH2:7][C:6]3[CH:30]=[CH:31][C:3]([O:2][CH3:1])=[CH:4][CH:5]=3)[CH2:13][N:12]2[C:14]([O:16][CH2:17][C:18]2[CH:23]=[CH:22][C:21]([N+:24]([O-:26])=[O:25])=[CH:20][CH:19]=2)=[O:15])=[O:28])[CH2:37][CH2:36]1. The product is OCCN1CCN(CC1)C(=O)[C@H]1N(C[C@H](C1)SCC1=CC=C(C=C1)OC)C(=O)OCC1=CC=C(C=C1)[N+](=O)[O-] ((2S,4S)-2-[4-(2-Hydroxyethyl)-1-piperazinylcarbonyl]-4-(4-methoxybenzylthio)-1-(4-nitrobenzyloxycarbonyl)pyrrolidine). Isolated yield 91.4%. Starting materials: C(C)(C)(C)OC(N(CC1=CC=C(C=C1)CN1C(C2=CC=CC=C2C1=O)=O)CCCCNC(=O)OCC1=CC=CC=C1)=O ((4-benzyloxycarbonylaminobutyl)-[4-(1,3-dioxo-1,3-dihydroisoindol-2-ylmethyl)benzyl]-carbamic acid t-butyl ester), CN.CO (methylamine methanol). Conditions: time 14 hour. Yields the product C(C)(C)(C)OC(N(CCCCNC(=O)OCC1=CC=CC=C1)CC1=CC=C(C=C1)CN)=O ((4-aminomethylbenzyl)-(4-benzyloxycarbonylaminobutyl)-carbamic acid t-butyl ester). Yield: 74.0%. As a reaction SMILES: [C:1]([O:5][C:6](=[O:42])[N:7]([CH2:27][CH2:28][CH2:29][CH2:30][NH:31][C:32]([O:34][CH2:35][C:36]1[CH:41]=[CH:40][CH:39]=[CH:38][CH:37]=1)=[O:33])[CH2:8][C:9]1[CH:14]=[CH:13][C:12]([CH2:15][N:16]2C(=O)C3C(=CC=CC=3)C2=O)=[CH:11][CH:10]=1)([CH3:4])([CH3:3])[CH3:2].CN.CO>>[C:1]([O:5][C:6](=[O:42])[N:7]([CH2:8][C:9]1[CH:14]=[CH:13][C:12]([CH2:15][NH2:16])=[CH:11][CH:10]=1)[CH2:27][CH2:28][CH2:29][CH2:30][NH:31][C:32]([O:34][CH2:35][C:36]1[CH:37]=[CH:38][CH:39]=[CH:40][CH:41]=1)=[O:33])([CH3:4])([CH3:2])[CH3:3] |f:1.2|. Reported procedure: The compound (173 mg) obtained in Example 42-2 was added with a 40% methylamine/methanol solution (3.0 ml), followed by stirring at room temperature for 14 hours. After completion of the reaction, the solvent was distilled off and the residue was then added with a 1 mol/l sodium hydroxide aqueous solution, followed by extraction with chloroform. The extract was dried with anhydrous sodium sulfate. Subsequently, the solvent was distilled off, thereby obtaining the subject compound (98.9 mg) as a ... Starting materials: [O-]S(=O)(=S)[O-].[Na+].[Na+] (Na2S2O3), CC(=O)OI1(C=2C=CC=CC2C(=O)O1)(OC(=O)C)OC(=O)C (Dess-Martin periodinane), O1CCOC12CN(CC2)C2=C(C=C(C=C2)NC(C2=C(C=C(C=C2)OC)CCO)=O)F (N-[4-(1,4-dioxa-7-aza-spiro[4.4]non-7-yl)-3-fluorophenyl]-2-(2-hydroxyethyl)-4-methoxy-benzamide), CC(=O)OI1(C=2C=CC=CC2C(=O)O1)(OC(=O)C)OC(=O)C (Dess-Martin periodinane). The solvent is C(Cl)Cl (methylene chloride). Run at time 2 hour. Product: O1CCOC12CN(CC2)C2=C(C=C(C=C2)N2C(C1=CC=C(C=C1C=C2)OC)=O)F (2-[4-(1,4-Dioxa-7-aza-spiro[4.4]non-7-yl)-3-fluorophenyl]-6-methoxy-2H-isoquinolin-1-one). Reaction SMILES: CC(OI1(OC(C)=O)(OC(C)=O)OC(=O)C2C=CC=CC1=2)=O.[O:23]1[C:27]2([CH2:31][CH2:30][N:29]([C:32]3[CH:37]=[CH:36][C:35]([NH:38][C:39](=[O:51])[C:40]4[CH:45]=[CH:44][C:43]([O:46][CH3:47])=[CH:42][C:41]=4[CH2:48][CH2:49]O)=[CH:34][C:33]=3[F:52])[CH2:28]2)[O:26][CH2:25][CH2:24]1.[O-]S([O-])(=S)=O.[Na+].[Na+]>C(Cl)Cl>[O:26]1[C:27]2([CH2:31][CH2:30][N:29]([C:32]3[CH:37]=[CH:36][C:35]([N:38]4[CH:49]=[CH:48][C:41]5[C:40](=[CH:45][CH:44]=[C:43]([O:46][CH3:47])[CH:42]=5)[C:39]4=[O:51])=[CH:34][C:33]=3[F:52])[CH2:28]2)[O:23][CH2:24][CH2:25]1 |f:2.3.4|. Reported procedure: Dess-Martin periodinane (7 g) was added to a solution of N-[4-(1,4-dioxa-7-aza-spiro[4.4]non-7-yl)-3-fluorophenyl]-2-(2-hydroxyethyl)-4-methoxy-benzamide (4.6 g) in methylene chloride (279 mL). The reaction mixture was stirred for 2 h at room temperature, then further Dess-Martin periodinane (1.4 g) was added, stirring for a further 4 h at room temperature. Then 5% Na2S2O3 solution was added to the reaction solution and the organic phase was then washed with water. The methylene chloride phase w... Starting materials: COC=1C=C(CN2C(C(CC2)(CCCOS(=O)(=O)C)CC2=CC=C(C=C2)F)=O)C=C(C1OC)OC (1-(3,4,5-trimethoxybenzyl)-3-(4-fluorophenylmethyl)-3-(3-methanesulfonyloxypropyl)-2-oxopyrrolidine), FC1=CC=C(CN2C(=NC3=C2C=CC=C3)NC3CCNCC3)C=C1 ((1-(4-fluorobenzyl)-1H-benzimidazol-2-yl)(piperidin-4-yl)amine). Yields the product COC=1C=C(CN2C(C(CC2)(CC2=CC=C(C=C2)F)CCCN2CCC(CC2)NC2=NC3=C(N2CC2=CC=C(C=C2)F)C=CC=C3)=O)C=C(C1OC)OC (1-(3,4,5-trimethoxybenzyl)-3-(3-(4-(1-(4-fluorobenzyl)-1H-benzimidazol-2-yl-amino)piperidin-1-yl)propyl)-3-(4-fluorophenylmethyl)-2-oxopyrrolidine). RXN SMILES: [CH3:1][O:2][C:3]1[CH:4]=[C:5]([CH:29]=[C:30]([O:34][CH3:35])[C:31]=1[O:32][CH3:33])[CH2:6][N:7]1[CH2:11][CH2:10][C:9]([CH2:20][C:21]2[CH:26]=[CH:25][C:24]([F:27])=[CH:23][CH:22]=2)([CH2:12][CH2:13][CH2:14]OS(C)(=O)=O)[C:8]1=[O:28].[F:36][C:37]1[CH:59]=[CH:58][C:40]([CH2:41][N:42]2[C:46]3[CH:47]=[CH:48][CH:49]=[CH:50][C:45]=3[N:44]=[C:43]2[NH:51][CH:52]2[CH2:57][CH2:56][NH:55][CH2:54][CH2:53]2)=[CH:39][CH:38]=1>>[CH3:1][O:2][C:3]1[CH:4]=[C:5]([CH:29]=[C:30]([O:34][CH3:35])[C:31]=1[O:32][CH3:33])[CH2:6][N:7]1[CH2:11][CH2:10][C:9]([CH2:12][CH2:13][CH2:14][N:55]2[CH2:54][CH2:53][CH:52]([NH:51][C:43]3[N:42]([CH2:41][C:40]4[CH:39]=[CH:38][C:37]([F:36])=[CH:59][CH:58]=4)[C:46]4[CH:47]=[CH:48][CH:49]=[CH:50][C:45]=4[N:44]=3)[CH2:57][CH2:56]2)([CH2:20][C:21]2[CH:22]=[CH:23][C:24]([F:27])=[CH:25][CH:26]=2)[C:8]1=[O:28]. Procedure: Prepare by the method of Example 23.4 using 1-(3,4,5-trimethoxybenzyl)-3-(4-fluorophenylmethyl)-3-(3-methanesulfonyloxypropyl)-2-oxopyrrolidine and (1-(4-fluorobenzyl)-1H-benzimidazol-2-yl)(piperidin-4-yl)amine to give the title compound.